Dataset: the Open Reaction Database (ORD), a public repository of structured organic reaction records. Task: describe an organic reaction: reactants, conditions, products, and yield Reactants: CC(C)(C)OC(=O)COc1ccc2c(-c3ccc(Br)cc3)nsc2c1, ClCCl, O=C(O)C(F)(F)F. The product is O=C(O)COc1ccc2c(-c3ccc(Br)cc3)nsc2c1. RXN SMILES: [C:1]([CH3:2])([CH3:3])([CH3:4])[O:5][C:6]([CH2:7][O:8][c:9]1[cH:10][c:11]2[c:12]([c:13](-[c:16]3[cH:17][cH:18][c:19]([Br:22])[cH:20][cH:21]3)[n:14][s:15]2)[cH:23][cH:24]1)=[O:25].[Cl:33][CH2:34][Cl:35].[F:26][C:27]([F:28])([F:29])[C:30]([OH:31])=[O:32]>>[O:5]=[C:6]([CH2:7][O:8][c:9]1[cH:10][c:11]2[c:12]([c:13](-[c:16]3[cH:17][cH:18][c:19]([Br:22])[cH:20][cH:21]3)[n:14][s:15]2)[cH:23][cH:24]1)[OH:25]. Reactants: C(C)(C)(C)O[C@H](C(=O)OC)C1=C2N3CCC(OCCCC[C@@H](OC=4C=CC(=C(C4C4=CC=CC(C5=CN2C(C=C1C)=N5)=C4)F)F)C)(CC3)C (methyl(2S)-2-(tert-butoxy)-2-[(22S)-16,17-difluoro-4,22,28-trimethyl-21,27-dioxa-1,7,34-triazahexacyclo[26.2.2.16,9.110,14.02,7.015,20]tetratriaconta-2,4,6(34),8,10(33),11,13,15(20),16,18-decaen-3-yl]acetate), C(C)(C)(C)O[C@H](C(=O)O)C1=C2N3CCC(OCCCC[C@@H](OC=4C=CC(=CC4C4=CC=CC(C5=C(N2C(C=C1C)=N5)Cl)=C4)C)C)(CC3)C ((2S)-2-(tert-butoxy)-2-[(22S)-8-chloro-4,17,22,28-tetramethyl-21,27-dioxa-1,7,34-triazahexacyclo[26.2.2.16,9.110,14.02,7.015,20]tetratriaconta-2,4,6(34),8,10(33),11,13,15(20),16,18-decaen-3-yl]acetic acid). Yields the product C(C)(C)(C)O[C@H](C(=O)O)C1=C2N3CCC(OCCCC[C@@H](OC=4C=CC(=C(C4C4=CC=CC(C5=CN2C(C=C1C)=N5)=C4)F)F)C)(CC3)C ((2S)-2-(tert-butoxy)-2-[(22S)-16,17-difluoro-4,22,28-trimethyl-21,27-dioxa-1,7,34-triazahexacyclo[26.2.2.16,9.110,14.02,7.015,20]tetratriaconta-2,4,6(34),8,10(33),11,13,15(20),16,18-decaen-3-yl]acetic acid). Isolated yield 78.0%. RXN SMILES: [C:1]([O:5][C@@H:6]([C:11]1[C:40]([CH3:41])=[CH:39][C:38]2=[N:42][C:35]3=[CH:36][N:37]2[C:12]=1[N:13]1[CH2:48][CH2:47][C:16]([CH3:49])([O:17][CH2:18][CH2:19][CH2:20][CH2:21][C@H:22]([CH3:46])[O:23][C:24]2[CH:25]=[CH:26][C:27]([F:45])=[C:28]([F:44])[C:29]=2[C:30]2[CH:43]=[C:34]3[CH:33]=[CH:32][CH:31]=2)[CH2:15][CH2:14]1)[C:7]([O:9]C)=[O:8])([CH3:4])([CH3:3])[CH3:2].C(O[C@@H](C1C(C)=CC2=NC3=C(Cl)N2C=1N1CCC(C)(OCCCC[C@H](C)OC2C=CC(C)=CC=2C2C=C3C=CC=2)CC1)C(O)=O)(C)(C)C>>[C:1]([O:5][C@@H:6]([C:11]1[C:40]([CH3:41])=[CH:39][C:38]2=[N:42][C:35]3=[CH:36][N:37]2[C:12]=1[N:13]1[CH2:14][CH2:15][C:16]([CH3:49])([O:17][CH2:18][CH2:19][CH2:20][CH2:21][C@H:22]([CH3:46])[O:23][C:24]2[CH:25]=[CH:26][C:27]([F:45])=[C:28]([F:44])[C:29]=2[C:30]2[CH:43]=[C:34]3[CH:33]=[CH:32][CH:31]=2)[CH2:47][CH2:48]1)[C:7]([OH:9])=[O:8])([CH3:4])([CH3:2])[CH3:3]. Reported procedure: Prepared in 78% yield from methyl(2S)-2-(tert-butoxy)-2-[(22S)-16,17-difluoro-4,22,28-trimethyl-21,27-dioxa-1,7,34-triazahexacyclo[26.2.2.16,9.110,14.02,7.015,20]tetratriaconta-2,4,6(34),8,10(33),11,13,15(20),16,18-decaen-3-yl]acetate following the procedure for (2S)-2-(tert-butoxy)-2-[(22S)-8-chloro-4,17,22,28-tetramethyl-21,27-dioxa-1,7,34-triazahexacyclo[26.2.2.16,9.110,14.02,7.015,20]tetratriaconta-2,4,6(34),8,10(33),11,13,15(20),16,18-decaen-3-yl]acetic acid. 1H NMR (500 MHz, DMSO-d6) δ 8.0... Starting materials: C(C1=CC=CC=C1)OC1=C2N(C=3C(=NN(C(C31)=O)CC3=CC=C(C=C3)F)OC)CCN(C2=O)C (10-(benzyloxy)-2-(4-fluorobenzyl)-4-methoxy-8-methyl-7,8-dihydropyrazino[1′,2′:1,5]-pyrrolo[2,3-d]pyridazine-1,9(2H,6H)-dione). Reagents/catalysts: [OH-].[OH-].[Pd+2] (Pearlman's catalyst). The solvent is CO (methanol), C(C)#N (acetonitrile). Run at time 25 minute. Yields the product FC1=CC=C(CN2N=C(C3=C(C2=O)C(=C2N3CCN(C2=O)C)O)OC)C=C1 (2-(4-Fluorobenzyl)-10-hydroxy-4-methoxy-8-methyl-7,8-dihydropyrazino-[1′,2′:1,5]-pyrrolo[2,3-d]pyridazine-1,9(2H,6H)-dione). Reaction SMILES: C([O:8][C:9]1[C:17]2[C:16](=[O:18])[N:15]([CH2:19][C:20]3[CH:25]=[CH:24][C:23]([F:26])=[CH:22][CH:21]=3)[N:14]=[C:13]([O:27][CH3:28])[C:12]=2[N:11]2[CH2:29][CH2:30][N:31]([CH3:34])[C:32](=[O:33])[C:10]=12)C1C=CC=CC=1>[OH-].[OH-].[Pd+2].CO.C(#N)C>[F:26][C:23]1[CH:24]=[CH:25][C:20]([CH2:19][N:15]2[C:16](=[O:18])[C:17]3[C:9]([OH:8])=[C:10]4[C:32](=[O:33])[N:31]([CH3:34])[CH2:30][CH2:29][N:11]4[C:12]=3[C:13]([O:27][CH3:28])=[N:14]2)=[CH:21][CH:22]=1 |f:1.2.3|. Procedure details: A mixture of 10-(benzyloxy)-2-(4-fluorobenzyl)-4-methoxy-8-methyl-7,8-dihydropyrazino[1′,2′:1,5]-pyrrolo[2,3-d]pyridazine-1,9(2H,6H)-dione (23 mg, 0.05 mmol) and Pearlman's catalyst [23 mg, 20% Pd(OH)2 on carbon] in methanol (20 mL) was stirred under an atmosphere of hydrogen gas (1 atm) at room temperature for 25 minutes. The reaction mixture was diluted with acetonitrile and filtered. The filtrate was concentrated under vacuum, and the residue was subjected to purification on reverse phase HPL... The reactants are CC(C)(C)CC(=O)O, O=C(O)C(F)(F)F, CCC1C(=O)N(C)c2cnc(-c3ccncc3N)nc2N1C(C)C. Product: CCC1C(=O)N(C)c2cnc(-c3ccncc3NC(=O)CC(C)(C)C)nc2N1C(C)C. RXN SMILES: [CH3:25][C:26]([CH3:27])([CH3:28])[CH2:29][C:30]([OH:31])=[O:32].[F:33][C:34]([F:35])([F:36])[C:37]([OH:38])=[O:39].[NH2:1][c:2]1[cH:3][n:4][cH:5][cH:6][c:7]1-[c:8]1[n:9][c:10]2[c:15]([cH:16][n:17]1)[N:14]([CH3:18])[C:13](=[O:19])[CH:12]([CH2:20][CH3:21])[N:11]2[CH:22]([CH3:23])[CH3:24]>>[NH:1]([c:2]1[cH:3][n:4][cH:5][cH:6][c:7]1-[c:8]1[n:9][c:10]2[c:15]([cH:16][n:17]1)[N:14]([CH3:18])[C:13](=[O:19])[CH:12]([CH2:20][CH3:21])[N:11]2[CH:22]([CH3:23])[CH3:24])[C:30]([CH2:29][C:26]([CH3:25])([CH3:27])[CH3:28])=[O:31]. RXN SMILES: [Br:1][C:2]1[CH:3]=[C:4]([CH:12]2[C:21]3[C:16](=[CH:17][C:18]([N:22]([CH3:24])[CH3:23])=[CH:19][CH:20]=3)[O:15][CH:14](N3CCOCC3)[CH2:13]2)[CH:5]=[C:6]([O:10][CH3:11])[C:7]=1[O:8][CH3:9].C([O-])(O)=[O:32].[Na+]>C(O)(=O)C.O>[Br:1][C:2]1[CH:3]=[C:4]([CH:12]2[C:21]3[C:16](=[CH:17][C:18]([N:22]([CH3:24])[CH3:23])=[CH:19][CH:20]=3)[O:15][CH:14]([OH:32])[CH2:13]2)[CH:5]=[C:6]([O:10][CH3:11])[C:7]=1[O:8][CH3:9] |f:1.2|. The reactants are BrC=1C=C(C=C(C1OC)OC)C1CC(OC2=CC(=CC=C12)N(C)C)N1CCOCC1 ([4-(3-bromo-4,5-dimethoxy-phenyl)-2-morpholin-4-yl-chroman-7-yl]-dimethyl-amine), C(=O)(O)[O-].[Na+] (NaHCO3), lactol, crude solid. Run in C(C)(=O)O (acetic acid), O (water). The product is BrC=1C=C(C=C(C1OC)OC)C1CC(OC2=CC(=CC=C12)N(C)C)O (4-(3-Bromo-4,5-dimethoxyphenyl)-7-dimethylamino-2-hydroxy-chroman). Isolated yield 80.0%. Reported procedure: The [4-(3-bromo-4,5-dimethoxy-phenyl)-2-morpholin-4-yl-chroman-7-yl]-dimethyl-amine was hydrolyzed to the lactol by heating 160 mg of crude solid in a mixture of acetic acid (2 ml) and water (2.4 ml) at 50° C. for 20 min. The reaction mixture was slowly added to saturated NaHCO3. It was extracted with dichloromethane (100 ml) and washed with brine (10 ml). The extract was dried over sodium sulphate and the solvent was evaporated. The crude product was passed through a bond-elute (hexane:ethyl ac... Starting materials: CCOC(=O)c1ccc(N2CC3CN(C(=O)OC(C)(C)C)CC3C2)nc1, CCOCC, Cl, C1COCCO1. The product is Cl, CCOC(=O)c1ccc(N2CC3CNCC3C2)nc1. As a reaction SMILES: [C:1]([O:2][C:3](=[O:4])[N:8]1[CH2:9][CH:10]2[CH:11]([CH2:12]1)[CH2:13][N:14]([c:16]1[n:17][cH:18][c:19]([C:22](=[O:23])[O:24][CH2:25][CH3:26])[cH:20][cH:21]1)[CH2:15]2)([CH3:5])([CH3:6])[CH3:7].[CH3:34][CH2:35][O:36][CH2:37][CH3:38].[ClH:27].[O:28]1[CH2:29][CH2:30][O:31][CH2:32][CH2:33]1>>[ClH:27].[NH:8]1[CH2:9][CH:10]2[CH:11]([CH2:12]1)[CH2:13][N:14]([c:16]1[n:17][cH:18][c:19]([C:22](=[O:23])[O:24][CH2:25][CH3:26])[cH:20][cH:21]1)[CH2:15]2. Yield: 72.0%. Procedure: 10.7 parts of N,N-dimethyl-N'-(4-chloro-3-cyano-thien-2-yl)-formamidine are dissolved in 100 parts of glacial acetic acid, after which 8 parts of bromine are added dropwise to the solution, and the mixture is then heated at the boil for 3 hours. After the mixture has cooled to room temperature, the resulting precipitate is filtered off under suction, washed with glacial acetic acid, then with aqueous sodium bisulfite solution and then with water and is dried. 13.4 parts (72% of theory) of N,N-di... RXN SMILES: [CH3:1][N:2]([CH3:13])[CH:3]=[N:4][C:5]1[S:6][CH:7]=[C:8]([Cl:12])[C:9]=1[C:10]#[N:11].[Br:14]Br>C(O)(=O)C>[BrH:14].[CH3:1][N:2]([CH3:13])[CH:3]=[N:4][C:5]1[S:6][C:7]([Br:14])=[C:8]([Cl:12])[C:9]=1[C:10]#[N:11] |f:3.4|. Yields the product Br.CN(C=NC=1SC(=C(C1C#N)Cl)Br)C (N,N-dimethyl-N'-(5-bromo-4-chloro-3-cyanothien-2-yl)-formamidine hydrobromide). Reactants: CN(C=NC=1SC=C(C1C#N)Cl)C (N,N-dimethyl-N'-(4-chloro-3-cyano-thien-2-yl)-formamidine), BrBr (bromine). Solvent: C(C)(=O)O (acetic acid).